From a dataset of the Open Reaction Database (ORD), a public repository of structured organic reaction records. describe an organic reaction: reactants, conditions, products, and yield The solvent is C(C)(C)O (isopropanol), N(=NC(C#N)(C)C)C(C#N)(C)C (2,2′-azobisisobutyronitrile), CO (methanol). Reported procedure: 176.3, Gram (1.0, mol) of p-tert-butoxystyrene and 16.2 g (0.105, mol) of cyclohexyl acrylate were dissolved in 250 mL of isopropanol and in a nitrogen stream, 2,2′-azobisisobutyronitrile was added to the solution. The resulting mixture was stirred at 75° C. over 6 hours and after cooling, the reaction solution was poured in 5,000 mL of an aqueous methanol solution to precipitate the reaction product. The precipitated solid was collected by filtration, washed with methanol and dried under reduce... Reactants: C(C)(C)(C)OC1=CC=C(C=C)C=C1 (p-tert-butoxystyrene), C(C=C)(=O)OC1CCCCC1 (cyclohexyl acrylate). The product is C(C)(C)(C)OC1=CC=C(C=C)C=C1.C(C=C)(=O)OC1CCCCC1 (p-tert-butoxystyrene cyclohexyl acrylate). RXN SMILES: [C:1]([O:5][C:6]1[CH:13]=[CH:12][C:9]([CH:10]=[CH2:11])=[CH:8][CH:7]=1)([CH3:4])([CH3:3])[CH3:2].[C:14]([O:18][CH:19]1[CH2:24][CH2:23][CH2:22][CH2:21][CH2:20]1)(=[O:17])[CH:15]=[CH2:16]>C(O)(C)C.N(C(C)(C)C#N)=NC(C)(C)C#N.CO>[C:1]([O:5][C:6]1[CH:7]=[CH:8][C:9]([CH:10]=[CH2:11])=[CH:12][CH:13]=1)([CH3:4])([CH3:2])[CH3:3].[C:14]([O:18][CH:19]1[CH2:24][CH2:23][CH2:22][CH2:21][CH2:20]1)(=[O:17])[CH:15]=[CH2:16] |f:5.6|. Run at temperature 75 celsius, time 6 hour. Starting materials: CCOC(=O)CC1c2ccccc2C(=O)N1C, CN(C)C=O, CC(C)(C)[O-], [Cl-], Cl, [K+], NC(N)=[NH2+], O. Product: CN1C(=O)c2ccccc2C1CC(=O)NC(=N)N. As a reaction SMILES: [CH3:12][N:13]1[CH:14]([CH2:23][C:24](=[O:25])[O:26][CH2:27][CH3:28])[c:15]2[cH:16][cH:17][cH:18][cH:19][c:20]2[C:21]1=[O:22].[CH3:30][N:31]([CH3:32])[CH:33]=[O:34].[CH3:6][C:7]([CH3:8])([O-:9])[CH3:10].[Cl-:1].[ClH:29].[K+:11].[NH2:2][C:3]([NH2:4])=[NH2+:5].[OH2:35]>>[NH:2]=[C:3]([NH2:4])[NH:5][C:24]([CH2:23][CH:14]1[N:13]([CH3:12])[C:21](=[O:22])[c:20]2[c:15]1[cH:16][cH:17][cH:18][cH:19]2)=[O:25]. Reactants: CC(C)(C)O, O=C1CC(C(=O)O)C(C(=O)OCc2ccccc2)O1, CCN=C=NCCCN(C)C, CN(C)c1ccncc1, ClC(Cl)Cl, Cl, Cl. The product is CC(C)(C)OC(=O)C1CC(=O)OC1C(=O)OCc1ccccc1. Reaction SMILES: [C:32]([CH3:33])([CH3:34])([CH3:35])[OH:36].[CH2:1]([c:2]1[cH:3][cH:4][cH:5][cH:6][cH:7]1)[O:8][C:9](=[O:10])[CH:11]1[O:12][C:13](=[O:19])[CH2:14][CH:15]1[C:16](=[O:17])[OH:18].[CH2:21]([N:22]=[C:23]=[N:24][CH2:25][CH2:26][CH2:27][N:28]([CH3:29])[CH3:30])[CH3:31].[CH3:42][N:43]([CH3:44])[c:45]1[cH:46][cH:47][n:48][cH:49][cH:50]1.[CH:38]([Cl:39])([Cl:40])[Cl:41].[ClH:20].[ClH:37]>>[CH2:1]([c:2]1[cH:3][cH:4][cH:5][cH:6][cH:7]1)[O:8][C:9](=[O:10])[CH:11]1[O:12][C:13](=[O:19])[CH2:14][CH:15]1[C:16](=[O:17])[O:18][C:32]([CH3:33])([CH3:34])[CH3:35]. Reactants: C1(CCCCC1)C1=NN(C(=C1)C1=CC=C(C=C1)OC(F)(F)F)CC1=CC=C(C(=O)O)C=C1 (4-({3-Cyclohexyl-5-[4-(trifluoromethoxy)phenyl]-1H-pyrazol-1-yl}methyl)benzoic acid), C=1C=CC2=C(C1)N=NN2O (HOBt), Cl.NC[C@H](C(=O)OC)O (Methyl (2R)-3-amino-2-hydroxypropanoate hydrochloride), CCN(C(C)C)C(C)C (DIEA). Run in CN(C)C=O (DMF), C(CCl)Cl (EDC). Product: C1(CCCCC1)C1=NN(C(=C1)C1=CC=C(C=C1)OC(F)(F)F)CC1=CC=C(C(=O)NC[C@H](C(=O)OC)O)C=C1 (Methyl (2R)-3-{[4-({3-cyclohexyl-5-[4-(trifluoromethoxy)phenyl]-1H-pyrazol-1-yl}methyl)benzoyl]amino}-2-hydroxypropanoate). Reaction SMILES: [CH:1]1([C:7]2[CH:11]=[C:10]([C:12]3[CH:17]=[CH:16][C:15]([O:18][C:19]([F:22])([F:21])[F:20])=[CH:14][CH:13]=3)[N:9]([CH2:23][C:24]3[CH:32]=[CH:31][C:27]([C:28](O)=[O:29])=[CH:26][CH:25]=3)[N:8]=2)[CH2:6][CH2:5][CH2:4][CH2:3][CH2:2]1.C1C=CC2N(O)N=NC=2C=1.Cl.[NH2:44][CH2:45][C@@H:46]([OH:51])[C:47]([O:49][CH3:50])=[O:48].CCN(C(C)C)C(C)C>CN(C=O)C.C(Cl)CCl>[CH:1]1([C:7]2[CH:11]=[C:10]([C:12]3[CH:13]=[CH:14][C:15]([O:18][C:19]([F:21])([F:20])[F:22])=[CH:16][CH:17]=3)[N:9]([CH2:23][C:24]3[CH:32]=[CH:31][C:27]([C:28]([NH:44][CH2:45][C@@H:46]([OH:51])[C:47]([O:49][CH3:50])=[O:48])=[O:29])=[CH:26][CH:25]=3)[N:8]=2)[CH2:6][CH2:5][CH2:4][CH2:3][CH2:2]1 |f:2.3|. Procedure details: A solution of 24.6 mg product from Step A Example 6, 15.9 mg EDC, 11.2 mg HOBt, 17.2 mg methyl (2R)-3-amino-2-hydroxypropanoate hydrochloride from Step C Example 4 and 39 μL DIEA in 0.5 mL DMF was stirred at room temperature over night. The title compound was isolated by preparative HPLC using 55˜75% MeCN gradient over 10 minutes at 8.0 mL per minute with 0.1% TFA on a 9.4×250 mm SB-C18 Zorbax column as a white solid after lyophilization. LC-MS: 2.55 min. (M+H=546.3). Starting materials: C(C)(C)(C)OC(NCC=1C(=NC=C(C1)[N+](=O)[O-])OC)=O (tert-butyl(2-methoxy-5-nitropyridin-3-yl)methylcarbamate). Reagents/catalysts: [Pd] (Pd/C). Solvent: CO (MeOH), C(Cl)Cl (DCM). Run at time 7 hour. Product: C(C)(C)(C)OC(NCC=1C(=NC=C(C1)N)OC)=O (tert-butyl(5-amino-2-methoxypyridin-3-yl)methylcarbamate). Yield: 84.4%. As a reaction SMILES: [C:1]([O:5][C:6](=[O:20])[NH:7][CH2:8][C:9]1[C:10]([O:18][CH3:19])=[N:11][CH:12]=[C:13]([N+:15]([O-])=O)[CH:14]=1)([CH3:4])([CH3:3])[CH3:2]>CO.C(Cl)Cl.[Pd]>[C:1]([O:5][C:6](=[O:20])[NH:7][CH2:8][C:9]1[C:10]([O:18][CH3:19])=[N:11][CH:12]=[C:13]([NH2:15])[CH:14]=1)([CH3:4])([CH3:3])[CH3:2]. Procedure details: 10% Pd/C (1 g) was added to a solution of tert-butyl(2-methoxy-5-nitropyridin-3-yl)methylcarbamate (9.8 g, 34.6 mmol) in MeOH (150 mL) and DCM (75 mL) and the mixture stirred at rt for 7 h under an atmosphere of H2. The reaction mixture was then filtered through celite and washed with MeOH and the filtrate concentrated in vacuo. Purification by flash column chromatography eluting with 2:1 to 1:1 heptane-EtOAc yielded the title compound (7.4 g, 29.2 mmol) as a tan solid. Starting materials: [Si](C)(C)(C(C)(C)C)OC1=C(C(=CC(=C1)O[Si](C)(C)C(C)(C)C)Cl)O[Si](C)(C)C(C)(C)C (1,2,5-tris-(t-Butyldimethylsilyloxy)-3-chlorobenzene), BrN1C(CCC1=O)=O (N-bromosuccinimide), CN(C)C=O (DMF). Run in O (water). Reaction conditions: temperature 25 celsius, time 5 day. Product: BrC=1C(=CC(=C(C1Cl)O[Si](C)(C)C(C)(C)C)O[Si](C)(C)C(C)(C)C)O[Si](C)(C)C(C)(C)C (5-Bromo-6-chloro-1,2,4-tris-(t-butyldimethylsilyloxy)benzene). The yield is 66.9%. RXN SMILES: [Si:1]([O:8][C:9]1[CH:14]=[C:13]([O:15][Si:16]([C:19]([CH3:22])([CH3:21])[CH3:20])([CH3:18])[CH3:17])[CH:12]=[C:11]([Cl:23])[C:10]=1[O:24][Si:25]([C:28]([CH3:31])([CH3:30])[CH3:29])([CH3:27])[CH3:26])([C:4]([CH3:7])([CH3:6])[CH3:5])([CH3:3])[CH3:2].[Br:32]N1C(=O)CCC1=O.CN(C=O)C>O>[Br:32][C:12]1[C:13]([O:15][Si:16]([C:19]([CH3:20])([CH3:21])[CH3:22])([CH3:18])[CH3:17])=[CH:14][C:9]([O:8][Si:1]([C:4]([CH3:7])([CH3:5])[CH3:6])([CH3:3])[CH3:2])=[C:10]([O:24][Si:25]([C:28]([CH3:31])([CH3:30])[CH3:29])([CH3:26])[CH3:27])[C:11]=1[Cl:23]. Procedure details: A mixture of 0.650 g (1.30 mmol) of 14 and 0.276 g (1.60 mmol) of N-bromosuccinimide (NBS) in 10 Ml of DMF under argon was stirred at 25° C. for 5 days. The reaction mixture was diluted with 30 Ml of water, extracted three times with diethyl ether (50 Ml each), and the combined extracts were washed with 30 Ml of water, and 30 Ml of brine, dried (MgSO4), concentrated, and column chromatographed on silica gel using a gradient mixture of hexane and diethyl ether as eluent gave 0.506 g (67% yield) o...